From a dataset of the Open Reaction Database (ORD), a public repository of structured organic reaction records. describe an organic reaction: reactants, conditions, products, and yield Reactants: CC(=O)O, CCOC(=O)c1cn(-c2cc([N+](=O)[O-])c(F)cc2F)c2cc(F)c(F)cc2c1=O. Yields the product CCOC(=O)c1cn(-c2cc(N)c(F)cc2F)c2cc(F)c(F)cc2c1=O. Reaction SMILES: [CH3:30][C:31](=[O:32])[OH:33].[F:1][c:2]1[c:3](-[n:12]2[cH:13][c:14]([C:25](=[O:26])[O:27][CH2:28][CH3:29])[c:15](=[O:24])[c:16]3[cH:17][c:18]([F:23])[c:19]([F:22])[cH:20][c:21]23)[cH:4][c:5]([N+:9]([O-:10])=[O:11])[c:6]([F:8])[cH:7]1>>[F:1][c:2]1[c:3](-[n:12]2[cH:13][c:14]([C:25](=[O:26])[O:27][CH2:28][CH3:29])[c:15](=[O:24])[c:16]3[cH:17][c:18]([F:23])[c:19]([F:22])[cH:20][c:21]23)[cH:4][c:5]([NH2:9])[c:6]([F:8])[cH:7]1. Starting materials: FC1=C(C=CC=C1)C1=CC=C(C=C1)CCCCC(C)O (6-(2'-fluoro-4-biphenylyl)-2-hexanol), C1(CCCCC1)N=C=NC1CCCCC1 (N,N'-dicyclohexylcarbodiimide), O.O.C(C(=O)O)(=O)O (oxalic acid dihydrate), N1=CC=CC=C1 (pyridine), FC(C(=O)O)(F)F (trifluoroacetic acid). Solvent: CO (methanol), CS(=O)C (dimethyl sulfoxide), O (water), C1=CC=CC=C1 (benzene), CCOCC (ether). Conditions: time 14 hour. Yields the product FC1=C(C=CC=C1)C1=CC=C(C=C1)CCCCC(C)=O (6-(2'-Fluoro-4-biphenylyl)-2-hexanone). Reaction SMILES: [F:1][C:2]1[CH:7]=[CH:6][CH:5]=[CH:4][C:3]=1[C:8]1[CH:13]=[CH:12][C:11]([CH2:14][CH2:15][CH2:16][CH2:17][CH:18]([OH:20])[CH3:19])=[CH:10][CH:9]=1.N1C=CC=CC=1.FC(F)(F)C(O)=O.C1(N=C=NC2CCCCC2)CCCCC1.O.O.C(O)(=O)C(O)=O>CCOCC.CO.O.C1C=CC=CC=1.CS(C)=O>[F:1][C:2]1[CH:7]=[CH:6][CH:5]=[CH:4][C:3]=1[C:8]1[CH:13]=[CH:12][C:11]([CH2:14][CH2:15][CH2:16][CH2:17][C:18](=[O:20])[CH3:19])=[CH:10][CH:9]=1 |f:4.5.6|. Procedure details: 20.0 Gm (0.0734 mol) of 6-(2'-fluoro-4-biphenylyl)-2-hexanol were dissolved in a mixture consisting of 110 ml of anhydrous dimethyl sulfoxide, 110 ml of absolute benzene, 5.9 ml (0.0732 mol) of pyridine and 2.95 ml (0.0397 mol) of trifluoroacetic acid. 45.5 Gm (0.22 mol) of N,N'-dicyclohexylcarbodiimide were added to the solution, and the mixture was stirred at room temperature for 14 hours. Then, the mixture was diluted with 2 liters of dry ether, a solution of 27.7 gm (0.22 mol) of oxalic acid... Reactants: CC1=NC2=CC=CC=C2C=C1NC(OC1=CC=CC=C1)=O (Phenyl N-(2-methylquinolin-3-yl)carbamate), ClC=1C=C(C=C(C1)Cl)N1CCNCC1 (1-(3,5-dichlorophenyl)piperazine). Yields the product CC1=NC2=CC=CC=C2C=C1NC(=O)N1CCN(CC1)C1=CC(=CC(=C1)Cl)Cl (1-[(2-Methylquinolin-3-yl)aminocarbonyl]-4-(3,5-dichlorophenyl)piperazine). The yield is 65.0%. Reaction SMILES: [CH3:1][C:2]1[C:11]([NH:12][C:13](=[O:21])OC2C=CC=CC=2)=[CH:10][C:9]2[C:4](=[CH:5][CH:6]=[CH:7][CH:8]=2)[N:3]=1.[Cl:22][C:23]1[CH:24]=[C:25]([N:30]2[CH2:35][CH2:34][NH:33][CH2:32][CH2:31]2)[CH:26]=[C:27]([Cl:29])[CH:28]=1>>[CH3:1][C:2]1[C:11]([NH:12][C:13]([N:33]2[CH2:32][CH2:31][N:30]([C:25]3[CH:24]=[C:23]([Cl:22])[CH:28]=[C:27]([Cl:29])[CH:26]=3)[CH2:35][CH2:34]2)=[O:21])=[CH:10][C:9]2[C:4](=[CH:5][CH:6]=[CH:7][CH:8]=2)[N:3]=1. Reported procedure: Phenyl N-(2-methylquinolin-3-yl)carbamate and 1-(3,5-dichlorophenyl)piperazine were reacted by the same way with the example 114 to obtain the titled compound. Reactants: CC=1NC=CN1 (2-methylimidazole), ClC=1N=C(C2=C(N1)SC(=C2C)C)NCC2=CC=CC=C2 (2-chloro-5,6-dimethyl-4-benzylamino-thieno-[2,3-d]-pyrimidine). Yields the product CC=1N(C=CN1)C=1N=C(C2=C(N1)SC(=C2C)C)NCC2=CC=CC=C2 (2-(2-methylimidazol-1-yl)-5,6-dimethyl-4-benzylamino-thieno-[2,3-d]-pyrimidine). RXN SMILES: [CH3:1][C:2]1[NH:3][CH:4]=[CH:5][N:6]=1.Cl[C:8]1[N:9]=[C:10]([NH:19][CH2:20][C:21]2[CH:26]=[CH:25][CH:24]=[CH:23][CH:22]=2)[C:11]2[C:16]([CH3:17])=[C:15]([CH3:18])[S:14][C:12]=2[N:13]=1>>[CH3:1][C:2]1[N:3]([C:8]2[N:9]=[C:10]([NH:19][CH2:20][C:21]3[CH:26]=[CH:25][CH:24]=[CH:23][CH:22]=3)[C:11]3[C:16]([CH3:17])=[C:15]([CH3:18])[S:14][C:12]=3[N:13]=2)[CH:4]=[CH:5][N:6]=1. Reported procedure: Following the procedure of Example 97, the reaction of 2-methylimidazole with 2-chloro-5,6-dimethyl-4-benzylamino-thieno-[2,3-d]-pyrimidine gives 2-(2-methylimidazol-1-yl)-5,6-dimethyl-4-benzylamino-thieno-[2,3-d]-pyrimidine. Starting materials: [BH4-].[Na+] (sodium borohydride), O=C1CC(C2=CC=CC=C12)C(=O)OC (methyl 3-oxoindane-1-carboxylate), COC1=CC=C(C=C1)[C@H](C)N ((1S)-1-(4-methoxyphenyl)ethanamine), O.C1(=CC=C(C=C1)S(=O)(=O)O)C (p-toluenesulfonic acid monohydrate), S(=O)(=O)([O-])[O-].[Mg+2] (magnesium sulfate), S(=O)(=O)([O-])[O-].[Mg+2] (magnesium sulfate). Run in C(C)O (ethanol), C1(=CC=CC=C1)C (toluene). Reaction conditions: time 1 hour. Product: COC1=CC=C(C=C1)[C@H](C)N[C@H]1CC(C2=CC=CC=C12)C(=O)OC (methyl (3S)-3-{[(1S)-1-(4-methoxyphenyl)ethyl]amino}indane-1-carboxylate). Reaction SMILES: O=[C:2]1[C:10]2[C:5](=[CH:6][CH:7]=[CH:8][CH:9]=2)[CH:4]([C:11]([O:13][CH3:14])=[O:12])[CH2:3]1.[CH3:15][O:16][C:17]1[CH:22]=[CH:21][C:20]([C@@H:23]([NH2:25])[CH3:24])=[CH:19][CH:18]=1.O.C1(C)C=CC(S(O)(=O)=O)=CC=1.S([O-])([O-])(=O)=O.[Mg+2].[BH4-].[Na+]>C1(C)C=CC=CC=1.C(O)C>[CH3:15][O:16][C:17]1[CH:22]=[CH:21][C:20]([C@@H:23]([NH:25][C@@H:2]2[C:10]3[C:5](=[CH:6][CH:7]=[CH:8][CH:9]=3)[CH:4]([C:11]([O:13][CH3:14])=[O:12])[CH2:3]2)[CH3:24])=[CH:19][CH:18]=1 |f:2.3,4.5,6.7|. Reported procedure: To a solution of 1 g of methyl 3-oxoindane-1-carboxylate in 10 ml of toluene were added 0.78 ml of (1S)-1-(4-methoxyphenyl)ethanamine and 100 mg of p-toluenesulfonic acid monohydrate, followed by heating to reflux for 5 hours using a Dean-Stark type reflux device. Then, 634 mg of magnesium sulfate was added thereto, followed by heating to reflux for 5 hours using a Dean-Stark type reflux device. Further, 634 mg of magnesium sulfate was added thereto, followed by heating to reflux for 5 hours usi... The reactants are COCCOC, OB(O)c1ccc(F)cc1, Ic1ccnc(Nc2ccc3c(c2)OCCO3)c1, [Pd], c1ccc(P(c2ccccc2)c2ccccc2)cc1, c1ccc(P(c2ccccc2)c2ccccc2)cc1, c1ccc(P(c2ccccc2)c2ccccc2)cc1, c1ccc(P(c2ccccc2)c2ccccc2)cc1. Yields the product Fc1ccc(-c2ccnc(Nc3ccc4c(c3)OCCO4)c2)cc1. As a reaction SMILES: [CH3:106][O:107][CH2:108][CH2:109][O:110][CH3:111].[F:19][c:20]1[cH:21][cH:22][c:23]([B:26]([OH:27])[OH:28])[cH:24][cH:25]1.[O:1]1[CH2:2][CH2:3][O:4][c:5]2[c:6]1[cH:7][cH:8][c:9]([NH:11][c:12]1[n:13][cH:14][cH:15][c:16]([I:18])[cH:17]1)[cH:10]2.[Pd:29].[c:30]1([P:31]([c:32]2[cH:33][cH:34][cH:35][cH:36][cH:37]2)[c:38]2[cH:39][cH:40][cH:41][cH:42][cH:43]2)[cH:44][cH:45][cH:46][cH:47][cH:48]1.[c:49]1([P:50]([c:51]2[cH:52][cH:53][cH:54][cH:55][cH:56]2)[c:57]2[cH:58][cH:59][cH:60][cH:61][cH:62]2)[cH:63][cH:64][cH:65][cH:66][cH:67]1.[c:68]1([P:69]([c:70]2[cH:71][cH:72][cH:73][cH:74][cH:75]2)[c:76]2[cH:77][cH:78][cH:79][cH:80][cH:81]2)[cH:82][cH:83][cH:84][cH:85][cH:86]1.[c:87]1([P:88]([c:89]2[cH:90][cH:91][cH:92][cH:93][cH:94]2)[c:95]2[cH:96][cH:97][cH:98][cH:99][cH:100]2)[cH:101][cH:102][cH:103][cH:104][cH:105]1>>[O:1]1[CH2:2][CH2:3][O:4][c:5]2[c:6]1[cH:7][cH:8][c:9]([NH:11][c:12]1[n:13][cH:14][cH:15][c:16](-[c:23]3[cH:22][cH:21][c:20]([F:19])[cH:25][cH:24]3)[cH:17]1)[cH:10]2.